From a dataset of the Open Reaction Database (ORD), a public repository of structured organic reaction records. describe an organic reaction: reactants, conditions, products, and yield Reactants: FC(OC1=CC=C(C(=O)O)C=C1)(F)F (4-trifluoromethoxybenzoic acid), C(CCCC)C1CCC(CC1)[SiH]1CCC(CC1)O (4-(4-n-pentylcyclohexyl)-4-silacyclohexanol). The product is FC(OC1=CC=C(C(=O)O[C@@H]2CC[Si@H](CC2)C2CCC(CC2)CCCCC)C=C1)(F)F (trans-(4-(4-n-pentylcyclohexyl)-4-silacyclohexyl) 4-trifluoromethoxybenzoate). As a reaction SMILES: [F:1][C:2]([F:14])([F:13])[O:3][C:4]1[CH:12]=[CH:11][C:7]([C:8]([OH:10])=[O:9])=[CH:6][CH:5]=1.[CH2:15]([CH:20]1[CH2:25][CH2:24][CH:23]([SiH:26]2[CH2:31][CH2:30][CH:29](O)[CH2:28][CH2:27]2)[CH2:22][CH2:21]1)[CH2:16][CH2:17][CH2:18][CH3:19]>>[F:1][C:2]([F:13])([F:14])[O:3][C:4]1[CH:12]=[CH:11][C:7]([C:8]([O:10][C@H:29]2[CH2:30][CH2:31][Si@H:26]([CH:23]3[CH2:22][CH2:21][CH:20]([CH2:15][CH2:16][CH2:17][CH2:18][CH3:19])[CH2:25][CH2:24]3)[CH2:27][CH2:28]2)=[O:9])=[CH:6][CH:5]=1. Procedure: The general procedure of Example 31 was repeated using 4-trifluoromethoxybenzoic acid and 4-(4-n-pentylcyclohexyl)-4-silacyclohexanol, thereby obtaining the intended product. The reactants are CC(C)(C)[Si](OCc1ccccc1CBr)(c1ccccc1)c1ccccc1, CCCO, O=S([O-])c1ccc(Cl)cc1, [Na+]. Product: CC(C)(C)[Si](OCc1ccccc1CS(=O)(=O)c1ccc(Cl)cc1)(c1ccccc1)c1ccccc1. As a reaction SMILES: [Br:1][CH2:2][c:3]1[c:4]([CH2:5][O:6][Si:7]([c:8]2[cH:9][cH:10][cH:11][cH:12][cH:13]2)([c:14]2[cH:15][cH:16][cH:17][cH:18][cH:19]2)[C:20]([CH3:21])([CH3:22])[CH3:23])[cH:24][cH:25][cH:26][cH:27]1.[CH2:39]([OH:40])[CH2:41][CH3:42].[Cl:28][c:29]1[cH:30][cH:31][c:32]([S:35](=[O:36])[O-:37])[cH:33][cH:34]1.[Na+:38]>>[CH2:2]([c:3]1[c:4]([CH2:5][O:6][Si:7]([c:8]2[cH:9][cH:10][cH:11][cH:12][cH:13]2)([c:14]2[cH:15][cH:16][cH:17][cH:18][cH:19]2)[C:20]([CH3:21])([CH3:22])[CH3:23])[cH:24][cH:25][cH:26][cH:27]1)[S:35]([c:32]1[cH:31][cH:30][c:29]([Cl:28])[cH:34][cH:33]1)(=[O:36])=[O:37]. Reactants: CCCC[N+](CCCC)(CCCC)CCCC.[F-] (TBAF), solution, C(C)(C)(C)OC(N(CCC=1N(C=NC1)CC1=CC(=C(C=C1)C#N)F)[C@@H]1C(N(CC1)C1=CC=CC2=CC=C(C=C12)O[Si](C1=CC=CC=C1)(C1=CC=CC=C1)C(C)(C)C)=O)=O ((S)-{1-[7-(tert-butyldiphenylsilyloxy)naphthalen-1-yl]-2-oxo-pyrrolidin-3-yl}-{2-[3-(4-cyano-3-fluorobenzyl)-3H-imidazol-4-yl]ethyl}carbamic acid tert-butyl ester). Solvent: C1CCOC1 (THF), ThF. Run at time 30 minute. Yields the product C(C)(C)(C)OC(N([C@@H]1C(N(CC1)C1=CC=CC2=CC=C(C=C12)O)=O)CCC=1N(C=NC1)CC1=CC(=C(C=C1)C#N)F)=O ((S)-{2-[3-(4-Cyano-3-fluorobenzyl)-3H-imidazol-4-yl]ethyl}-{1-[7-hydroxynaphthalen-1-yl]-2-oxo-pyrrolidin-3-yl}carbamic Acid tert-Butyl Ester). As a reaction SMILES: [C:1]([O:5][C:6](=[O:59])[N:7]([C@H:25]1[CH2:29][CH2:28][N:27]([C:30]2[C:39]3[C:34](=[CH:35][CH:36]=[C:37]([O:40][Si](C(C)(C)C)(C4C=CC=CC=4)C4C=CC=CC=4)[CH:38]=3)[CH:33]=[CH:32][CH:31]=2)[C:26]1=[O:58])[CH2:8][CH2:9][C:10]1[N:11]([CH2:15][C:16]2[CH:21]=[CH:20][C:19]([C:22]#[N:23])=[C:18]([F:24])[CH:17]=2)[CH:12]=[N:13][CH:14]=1)([CH3:4])([CH3:3])[CH3:2].CCCC[N+](CCCC)(CCCC)CCCC.[F-]>C1COCC1>[C:1]([O:5][C:6](=[O:59])[N:7]([CH2:8][CH2:9][C:10]1[N:11]([CH2:15][C:16]2[CH:21]=[CH:20][C:19]([C:22]#[N:23])=[C:18]([F:24])[CH:17]=2)[CH:12]=[N:13][CH:14]=1)[C@H:25]1[CH2:29][CH2:28][N:27]([C:30]2[C:39]3[C:34](=[CH:35][CH:36]=[C:37]([OH:40])[CH:38]=3)[CH:33]=[CH:32][CH:31]=2)[C:26]1=[O:58])([CH3:4])([CH3:2])[CH3:3] |f:1.2|. Reported procedure: To a stirred solution of (S)-{1-[7-(tert-butyldiphenylsilyloxy)naphthalen-1-yl]-2-oxo-pyrrolidin-3-yl}-{2-[3-(4-cyano-3-fluorobenzyl)-3H-imidazol-4-yl]ethyl}carbamic acid tert-butyl ester, as described above in Step I, (500 mg, 0.619 mmol) in ThF (5 mL) was added TBAF (0.68 mL of a 1 M solution in THF, 0.68 mmol), dropwise. The mixture was stirred at ambient temperature for 30 min, then concentrated in vacuo. The residue was purified by flash column chromatography on silica, eluting with CHCl3—2... The reactants are C(C)OC(CBr)OCC (Bromoacetaldehyde diethyl acetal), N1=C(C=CC=C1)C(C)C1CCCCC1 (2-Pyridyl-1-cyclohexylethane), C1CCOC1 (THF), [Li+].CCC[CH2-] (N-Butyllithium), solution, C1CCOC1 (THF). Run at temperature -78 celsius, time 10 minute. Product: C(C)OC(C(C(C)C1CCCCC1)C1=NC=CC=C1)OCC (2-pyridyl-3-cyclohexyl-butyraldehyde diethyl acetal). Isolated yield 46.0%. RXN SMILES: [N:1]1[CH:6]=[CH:5][CH:4]=[CH:3][C:2]=1C(C1CCCCC1)C.[Li+].[CH3:16][CH2:17][CH2:18][CH2-:19].[CH2:20]([O:22][CH:23]([O:26][CH2:27][CH3:28])[CH2:24]Br)[CH3:21].[CH2:29]1[CH2:33]O[CH2:31][CH2:30]1>>[CH2:20]([O:22][CH:23]([O:26][CH2:27][CH3:28])[CH:24]([C:2]1[CH:3]=[CH:4][CH:5]=[CH:6][N:1]=1)[CH:17]([CH:18]1[CH2:31][CH2:30][CH2:29][CH2:33][CH2:19]1)[CH3:16])[CH3:21] |f:1.2|. Reported procedure: 2-Pyridyl-1-cyclohexylethane (2 g, 10,6 mmol, prepared above) was dissolved in THF (20 mL) and cooled to −78° C. N-Butyllithium (13 mL of a 1.6 M solution in THF, 21.2 mmol) was added to the cooled solution. After stirring for 10 minutes, the cooling bath was removed and after 10 minutes, when the reaction had reached room temperature, it was recooled to −78° C. Bromoacetaldehyde diethyl acetal (2.1 g, 10.6 mmol) was then added and after one hour the cooling bath was removed. After 1.5 hours, n-...